Dataset: the Open Reaction Database (ORD), a public repository of structured organic reaction records. Task: describe an organic reaction: reactants, conditions, products, and yield The reactants are Cl (hydrochloric acid), ClCCCC#N (4-chlorobutyronitrile), [N-]=[N+]=[N-].[Na+] (sodium azide), [Cl-].[Al+3].[Cl-].[Cl-] (aluminum chloride), N=[N+]=[N-] (hydrazoic acid). Run in O1CCCC1 (tetrahydrofuran). Yields the product ClCCCC1=NN=NN1 (5-(3-chloropropyl)tetrazole). RXN SMILES: [Cl:1][CH2:2][CH2:3][CH2:4][C:5]#[N:6].[N-:7]=[N+:8]=[N-:9].[Na+].[Cl-].[Al+3].[Cl-].[Cl-].Cl.N=[N+]=[N-]>O1CCCC1>[Cl:1][CH2:2][CH2:3][CH2:4][C:5]1[NH:9][N:8]=[N:7][N:6]=1 |f:1.2,3.4.5.6|. Procedure details: A mixture of 4-chlorobutyronitrile, (0.05 mol) sodium azide (0.20 mol) and anhydrous aluminum chloride (0.05 mol) in 100 ml of dry tetrahydrofuran is refluxed for 24 hours. After cooling to ambient temperature the reaction is acidified with 75 ml of 15% hydrochloric acid while the hydrazoic acid generated is removed by means of an aspirator. The organic and aqueous layers are then separated and the aqueous layer extracted with ethylacetate. The combined organic extracts are dried (magnesium sulf... Reactants: C1(CCCCC1)N(C1=CC(=CC=2N1N=C(N2)N)C=2C=NC=CC2)C (N5-cyclohexyl-N5-methyl-7-pyridin-3-yl-[1,2,4]triazolo[1,5-a]pyridine-2,5-diamine), S(=O)(=O)(C1=CC=C(C)C=C1)N=C=O (TosNCO), C(C)N (Ethylamine), solution. Run in CN(C)C=O (DMF), C1CCOC1 (THF). Reaction conditions: time 30 minute. Yields the product C1(CCCCC1)N(C1=CC(=CC=2N1N=C(N2)NC(=O)NCC)C=2C=NC=CC2)C (1-[5-(cyclohexyl-methyl-amino)-7-pyridin-3-yl-[1,2,4]triazolo[1,5-a]pyridin-2-yl]-3-ethyl-urea). Reaction SMILES: [CH:1]1([N:7]([CH3:24])[C:8]2[N:13]3[N:14]=[C:15]([NH2:17])[N:16]=[C:12]3[CH:11]=[C:10]([C:18]3[CH:19]=[N:20][CH:21]=[CH:22][CH:23]=3)[CH:9]=2)[CH2:6][CH2:5][CH2:4][CH2:3][CH2:2]1.S([N:35]=[C:36]=[O:37])(C1C=CC(C)=CC=1)(=O)=O.[CH2:38](N)[CH3:39]>CN(C=O)C.C1COCC1>[CH:1]1([N:7]([CH3:24])[C:8]2[N:13]3[N:14]=[C:15]([NH:17][C:36]([NH:35][CH2:38][CH3:39])=[O:37])[N:16]=[C:12]3[CH:11]=[C:10]([C:18]3[CH:19]=[N:20][CH:21]=[CH:22][CH:23]=3)[CH:9]=2)[CH2:2][CH2:3][CH2:4][CH2:5][CH2:6]1. Procedure details: The product of Step 1 (290 mg, 0.90 mmol) was taken up in DMF (1 mL). TosNCO (0.44 g, 2.3 mmol) was added all at once. The solution became warm and was allowed to cool to room temperature over 1 h. Ethylamine (6 mL of a 2 M solution in THF) was added and the resulting mixture was microwaved at 100° C. for 10 min then at 120° C. for 30 min. The resulting solid was collected by filtration and triturated with CH2Cl2/MeOH to afford 1-[5-(cyclohexyl-methyl-amino)-7-pyridin-3-yl-[1,2,4]triazolo[1,5-a]...